Dataset: the Open Reaction Database (ORD), a public repository of structured organic reaction records. Task: describe an organic reaction: reactants, conditions, products, and yield Starting materials: Nc1c(Br)cccc1C=O, COC(=O)c1cccc(C=O)c1N. Product: Nc1c(Br)cccc1CO. Reaction SMILES: [NH2:14][c:15]1[c:16]([CH:17]=[O:18])[cH:19][cH:20][cH:21][c:22]1[Br:23].[NH2:1][c:2]1[c:3]([CH:4]=[O:5])[cH:6][cH:7][cH:8][c:9]1[C:10]([O:11][CH3:12])=[O:13]>>[NH2:14][c:15]1[c:16]([CH2:17][OH:18])[cH:19][cH:20][cH:21][c:22]1[Br:23].